Dataset: the Open Reaction Database (ORD), a public repository of structured organic reaction records. Task: describe an organic reaction: reactants, conditions, products, and yield The reactants are CC#N, Cc1cc(N2CC(S(=O)(=O)c3ccc(F)cc3Cl)CC2C(=O)NC2(C#N)CC2)n(C2CCOCC2)n1, Cl, FC1(F)CNC1. The product is Cc1cc(N2CC(S(=O)(=O)c3ccc(N4CC(F)(F)C4)cc3Cl)CC2C(=O)NC2(C#N)CC2)n(C2CCOCC2)n1. Reaction SMILES: [CH3:44][C:45]#[N:46].[Cl:1][c:2]1[c:3]([S:9](=[O:10])(=[O:11])[CH:12]2[CH2:13][CH:14]([C:29](=[O:30])[NH:31][C:32]3([C:35]#[N:36])[CH2:33][CH2:34]3)[N:15]([c:17]3[cH:18][c:19]([CH3:28])[n:20][n:21]3[CH:22]3[CH2:23][CH2:24][O:25][CH2:26][CH2:27]3)[CH2:16]2)[cH:4][cH:5][c:6]([F:8])[cH:7]1.[ClH:37].[F:38][C:39]1([F:43])[CH2:40][NH:41][CH2:42]1>>[Cl:1][c:2]1[c:3]([S:9](=[O:10])(=[O:11])[CH:12]2[CH2:13][CH:14]([C:29](=[O:30])[NH:31][C:32]3([C:35]#[N:36])[CH2:33][CH2:34]3)[N:15]([c:17]3[cH:18][c:19]([CH3:28])[n:20][n:21]3[CH:22]3[CH2:23][CH2:24][O:25][CH2:26][CH2:27]3)[CH2:16]2)[cH:4][cH:5][c:6]([N:41]2[CH2:40][C:39]([F:38])([F:43])[CH2:42]2)[cH:7]1. Starting materials: COC=1C=CC(=CC1)P2(=S)SP(=S)(S2)C=3C=CC(=CC3)OC (Lawesson's Reagent), resultant mixture, compound, ClC1=C(C=CC(=C1)CCC1=CC(=C(C(=C1)OC)OC)OC)C=1C2=C(NC(CN1)=O)SC=C2 (1,3-dihydro-5-[2-chloro-4-[2-(3,4,5-trimethoxyphenyl)ethyl]phenyl]-2H-thieno-[2,3-e][1,4]diazepin-2-one). Solvent: C1(=CC=CC=C1)C (toluene), C(Cl)Cl (methylene chloride). Reaction conditions: temperature 25 celsius. The product is ClC1=C(C=CC(=C1)CCC1=CC(=C(C(=C1)OC)OC)OC)C=1C2=C(NC(CN1)=S)SC=C2 (1,3-dihydro-5-[2-chloro-4-[2-(3,4,5-trimethoxyphenyl)ethyl]phenyl]-2H-thieno-[2,3-e][1,4]diazepin-2-thione). As a reaction SMILES: [Cl:1][C:2]1[CH:7]=[C:6]([CH2:8][CH2:9][C:10]2[CH:15]=[C:14]([O:16][CH3:17])[C:13]([O:18][CH3:19])=[C:12]([O:20][CH3:21])[CH:11]=2)[CH:5]=[CH:4][C:3]=1[C:22]1[C:23]2[CH:32]=[CH:31][S:30][C:24]=2[NH:25][C:26](=O)[CH2:27][N:28]=1.COC1C=CC(P2(SP(C3C=CC(OC)=CC=3)(=S)S2)=[S:42])=CC=1>C1(C)C=CC=CC=1.C(Cl)Cl>[Cl:1][C:2]1[CH:7]=[C:6]([CH2:8][CH2:9][C:10]2[CH:15]=[C:14]([O:16][CH3:17])[C:13]([O:18][CH3:19])=[C:12]([O:20][CH3:21])[CH:11]=2)[CH:5]=[CH:4][C:3]=1[C:22]1[C:23]2[CH:32]=[CH:31][S:30][C:24]=2[NH:25][C:26](=[S:42])[CH2:27][N:28]=1. Procedure: To a solution of 0.25 g (0.53 mmol) of the compound prepared in (e) above in 5 ml of toluene was added 0.13 g (0.32 mmol) of Lawesson's Reagent, and the resultant mixture was heated to 90° C. and maintained at this temperature for 3 hours. After cooling the reaction mixture to 25° C., the solvent it was diluted with 50 ml methylene chloride, washed successively with 1 ml of water and 10 ml of brine, dried over magnesium sulfate and evaporated. The crude residue was pruified by column chromatogra... Reactants: N (ammonia), Cl.BrC1=C(C=C(C(O)=N)C=C1F)F (4-bromo-3,5-difluorobenzimidate hydrogen chloride). Solvent: C(C)O (ethanol). Conditions: time 8 hour. Product: Cl.BrC1=C(C=C(C(=N)N)C=C1F)F (4-bromo-3,5-difluorobenzamidine hydrogen chloride). RXN SMILES: [NH3:1].[ClH:2].[Br:3][C:4]1[C:12]([F:13])=[CH:11][C:7]([C:8](=[NH:10])O)=[CH:6][C:5]=1[F:14]>C(O)C>[ClH:2].[Br:3][C:4]1[C:12]([F:13])=[CH:11][C:7]([C:8]([NH2:1])=[NH:10])=[CH:6][C:5]=1[F:14] |f:1.2,4.5|. Procedure: 450 cm3 of anhydrous ethanol saturated with dried gaseous ammonia was added to 4-bromo-3,5-difluorobenzimidate hydrogen chloride and stirred overnight at room temperature. About one-half of the volume of the solvent was distilled off and the residue was recrystallized to yield 90 g (0.36 mol) of 4-bromo-3,5-difluorobenzamidine hydrogen chloride. The reactants are COC1=C(C=CC=C1)C1CC(CC(C1)=O)=O (5-(2-methoxyphenyl)-1,3-cyclohexanedione), Cl.NCC#CC (1-amino-2-butyne hydrochloride), 4A, O1CCCC1 (tetrahydrofuran). Solvent: C(C)N(CC)CC (triethylamine). Reaction conditions: time 1 hour. Yields the product COC1=C(C=CC=C1)C1CC(C=2C(=CC=NC2C1)C)=O (7-(2-methoxyphenyl)-4-methyl-5,6,7,8-tetrahydroquinolin-5-one). The yield is 32.7%. RXN SMILES: [CH3:1][O:2][C:3]1[CH:8]=[CH:7][CH:6]=[CH:5][C:4]=1[CH:9]1[CH2:14][C:13](=[O:15])[CH2:12][C:11](=O)[CH2:10]1.Cl.[NH2:18][CH2:19][C:20]#[C:21][CH3:22].O1CCCC1>C(N(CC)CC)C>[CH3:1][O:2][C:3]1[CH:8]=[CH:7][CH:6]=[CH:5][C:4]=1[CH:9]1[CH2:10][C:11]2[N:18]=[CH:19][CH:20]=[C:21]([CH3:22])[C:12]=2[C:13](=[O:15])[CH2:14]1 |f:1.2|. Reported procedure: To a mixture of 5-(2-methoxyphenyl)-1,3-cyclohexanedione (1.0 g), 1-amino-2-butyne hydrochloride (0.5 g), molecular sieves 4A (2 g) and tetrahydrofuran (20 ml) was added triethylamine (0.48 g). The mixture was stirred at room temperature for 1 hour, refluxed for 12 hours and cooled, and insoluble materials were filtered off. Under reduced pressure, the solvent was evaporated, and the residue was stirred for 4 hours at 220° C. and cooled, to which was added ethyl acetate and sodium hydrogen carbo...